This data is from the Open Reaction Database (ORD), a public repository of structured organic reaction records. The task is: describe an organic reaction: reactants, conditions, products, and yield Starting materials: C1CCOC1, CC(C)N, ON=C(CCl)COc1nsnc1N1CCOCC1. Product: CC(C)NCC(COc1nsnc1N1CCOCC1)=NO. Reaction SMILES: [CH2:23]1[O:24][CH2:25][CH2:26][CH2:27]1.[CH3:19][CH:20]([CH3:21])[NH2:22].[Cl:1][CH2:2][C:3]([CH2:4][O:5][c:6]1[n:7][s:8][n:9][c:10]1[N:11]1[CH2:12][CH2:13][O:14][CH2:15][CH2:16]1)=[N:17][OH:18]>>[CH2:2]([C:3]([CH2:4][O:5][c:6]1[n:7][s:8][n:9][c:10]1[N:11]1[CH2:12][CH2:13][O:14][CH2:15][CH2:16]1)=[N:17][OH:18])[NH:22][CH:20]([CH3:19])[CH3:21]. The reactants are ClC=1C2=CC=CC=C2N=C2C=CC=CC12 (9-chloroacridine), Br.N(N)C=1SCCN1 (2-hydrazino-2-thiazoline hydrobromide), C(C)(=O)[O-].[Na+] (sodium acetate). Product: S1C(NCC1)=NN=C1C2=CC=CC=C2NC=2C=CC=CC12 (9-acridanone (2-thiazolidinylidene)hydrazone). As a reaction SMILES: Cl[C:2]1[C:3]2[C:8]([N:9]=[C:10]3[C:15]=1[CH:14]=[CH:13][CH:12]=[CH:11]3)=[CH:7][CH:6]=[CH:5][CH:4]=2.Br.[NH:17]([C:19]1[S:20][CH2:21][CH2:22][N:23]=1)[NH2:18].C([O-])(=O)C.[Na+]>C(O)C>[S:20]1[CH2:21][CH2:22][NH:23][C:19]1=[N:17][N:18]=[C:2]1[C:3]2[CH:4]=[CH:5][CH:6]=[CH:7][C:8]=2[NH:9][C:10]2[C:15]1=[CH:14][CH:13]=[CH:12][CH:11]=2 |f:1.2,3.4|. Procedure: 1.0 g of 9-chloroacridine, 0.926 g of 2-hydrazino-2-thiazoline hydrobromide and 0.767 g of anhydrous sodium acetate are dissolved in 100 ml of dry ethanol, heated to boiling under reflux for 2 hours and the red solution is then evaporated in vacuo. The residue is treated with water and the crystalline mass is filtered under suction. After recrystallization from ethanol, there is obtained 9-acridanone (2-thiazolidinylidene)hydrazone of melting point 212°-216° (decomposition). Solvent: C(C)O (ethanol). Reactants: CC(C(=O)O)CC.CC(C(=O)C1=CC=C(C=C1)C1=CC=CC=C1)CC (2-methylbutanoic acid 4-(2-methylbutanoyl) biphenyl), O (water), C(O)([O-])=O.[Na+] (sodium hydrogen carbonate). Solvent: CO (methyl alcohol), CO (methanol). The product is OC1=CC=C(C=C1)C1=CC=C(C=C1)C(C(CC)C)=O ((+)-4-hydroxy-4'-(2-methylbutanoyl) biphenyl). The yield is 87.9%. Reaction SMILES: CC(CC)C(O)=[O:4].[CH3:8][CH:9]([CH2:24][CH3:25])[C:10]([C:12]1[CH:17]=[CH:16][C:15]([C:18]2[CH:23]=[CH:22][CH:21]=[CH:20][CH:19]=2)=[CH:14][CH:13]=1)=[O:11].O.C(=O)([O-])O.[Na+]>CO>[OH:4][C:21]1[CH:22]=[CH:23][C:18]([C:15]2[CH:16]=[CH:17][C:12]([C:10](=[O:11])[CH:9]([CH3:8])[CH2:24][CH3:25])=[CH:13][CH:14]=2)=[CH:19][CH:20]=1 |f:0.1,3.4|. Procedure: 0.67 g of the above 2-methylbutanoic acid-4-(2-methylbutanoyl) biphenyl was mixed with 95 ml of methyl alcohol and 5 ml of water and added with 1.14 g (13.6 mmol) of sodium hydrogen carbonate with stirring, which was subjected to hydrolysis reaction at room temperature for 40 hours. After the completion of the reaction, methanol was distilled off and 1 normal hydrochloric acid was added to adjust pH to not more than 1, and the extraction with dichloromethane was performed. The extracted liquid w... Reactants: C(C)C1(C(C2=C(C(=C(C=C2C1)OC)Cl)Cl)=O)CCC (2-ethyl-2-n-propyl-5methoxy-6,7-dichloro-1-indanone), [Cl-].[Al+3].[Cl-].[Cl-] (aluminum chloride). The solvent is CCCCCCC (heptane). Product: C(C)C1(C(C2=C(C(=C(C=C2C1)O)Cl)Cl)=O)CCC (2-Ethyl-2-n-propyl-5-hydroxy-6,7-dichloro-1-indanone). Reaction SMILES: [CH2:1]([C:3]1([CH2:17][CH2:18][CH3:19])[CH2:11][C:10]2[C:5](=[C:6]([Cl:15])[C:7]([Cl:14])=[C:8]([O:12]C)[CH:9]=2)[C:4]1=[O:16])[CH3:2].[Cl-].[Al+3].[Cl-].[Cl-]>CCCCCCC>[CH2:1]([C:3]1([CH2:17][CH2:18][CH3:19])[CH2:11][C:10]2[C:5](=[C:6]([Cl:15])[C:7]([Cl:14])=[C:8]([OH:12])[CH:9]=2)[C:4]1=[O:16])[CH3:2] |f:1.2.3.4|. Reported procedure: 2-Ethyl-2-n-propyl-5-hydroxy-6,7-dichloro-1-indanone is prepared following substantially the same procedure described in Example 5, Step F, using the following substances: 2-ethyl-2-n-propyl-5methoxy-6,7-dichloro-1-indanone (11 g., .037 mole), aluminum chloride (12.5 g., 0.094 mole) and heptane (400 ml.). The above procedure gives 9.0 g. of 2-ethyl-2-n-propyl-5-hydroxy-6,7-dichloro-1-indanone which after recrystallization from methylcyclohexane melts at 153° C. Reactants: C1(CCCCC1)S(=O)(=O)N (cyclohexanesulfonamide), [OH-].[Na+] (sodium hydroxide), ClC1=CC=C(C=C1)N=C=O (4-chlorophenyl isocyanate). Solvent: CC(=O)C (acetone), CC(=O)C (acetone). Run at time 8 hour. Product: ClC1=CC=C(C=C1)NC(=O)NS(=O)(=O)C1CCCCC1 (N-(4-chlorophenyl)-N'-cyclohexanesulfonylurea). Isolated yield 70.1%. Reaction SMILES: [CH:1]1([S:7]([NH2:10])(=[O:9])=[O:8])[CH2:6][CH2:5][CH2:4][CH2:3][CH2:2]1.[OH-].[Na+].[Cl:13][C:14]1[CH:19]=[CH:18][C:17]([N:20]=[C:21]=[O:22])=[CH:16][CH:15]=1>CC(C)=O>[Cl:13][C:14]1[CH:19]=[CH:18][C:17]([NH:20][C:21]([NH:10][S:7]([CH:1]2[CH2:6][CH2:5][CH2:4][CH2:3][CH2:2]2)(=[O:9])=[O:8])=[O:22])=[CH:16][CH:15]=1 |f:1.2|. Procedure details: The general method of procedure A was followed with cyclohexanesulfonamide (1.89 g), acetone (5 ml), 1N sodium hydroxide (11.6 ml). After stirring overnight at room temperature, the mixture was cooled in an ice bath and 4-chlorophenyl isocyanate (1.89 g) dissolved in acetone (5 ml) was added. The mixture was warmed to room temperature and stirred two days, filtered, and the separated white solid washed with water. The filtrates were combined and treated with glacial acetic acid (1 ml) followed b... Reactants: C[O-].[Na+] (sodium methylate), OC1=CC=C(C=C1)C1=CC=C(C(=O)O)C=C1 (4-(4-hydroxyphenyl)benzoic acid). Solvent: CO (methanol), CO (methanol). Conditions: time 5 minute. The product is C(C1=CC=CC=C1)OC(C1=CC=C(C=C1)C1=CC=C(C=C1)O)=O (4-(4-hydroxyphenyl)benzoate benzylester). As a reaction SMILES: [CH3:1][O-:2].[Na+].[OH:4][C:5]1[CH:10]=[CH:9][C:8]([C:11]2[CH:19]=[CH:18][C:14]([C:15]([OH:17])=O)=[CH:13][CH:12]=2)=[CH:7][CH:6]=1>CO>[CH2:1]([O:2][C:15](=[O:17])[C:14]1[CH:13]=[CH:12][C:11]([C:8]2[CH:7]=[CH:6][C:5]([OH:4])=[CH:10][CH:9]=2)=[CH:19][CH:18]=1)[C:5]1[CH:10]=[CH:9][CH:8]=[CH:7][CH:6]=1 |f:0.1|. Reported procedure: 2.25 g of methanol solution including 28% sodium methylate was added to 2.50 g of 4-(4-hydroxyphenyl)benzoic acid suspended in 10 ml of methanol. After the mixture was stirred for 5 minutes, it was concentrated under reduced pressure. 10 ml of N,N-dimethylformamido and 2.43 g of benzyl-bromoamide were added to the residue. The mixture was stirred during night at room temperature and poured into 30 ml of ice water, and extracted with 50 ml of toluene. The organic layer was washed with in order sa... The reactants are CCOC(=O)c1cncc2c(COc3cc(N)ccc3C)csc12, O=C(Cl)c1ccc(F)cc1. Product: CCOC(=O)c1cncc2c(COc3cc(NC(=O)c4ccc(F)cc4)ccc3C)csc12. Reaction SMILES: [CH2:1]([CH3:2])[O:3][C:4](=[O:5])[c:6]1[c:7]2[c:8]([cH:9][n:10][cH:11]1)[c:12]([CH2:15][O:16][c:17]1[c:18]([CH3:24])[cH:19][cH:20][c:21]([NH2:23])[cH:22]1)[cH:13][s:14]2.[F:25][c:26]1[cH:27][cH:28][c:29]([C:30](=[O:31])[Cl:32])[cH:33][cH:34]1>>[CH2:1]([CH3:2])[O:3][C:4](=[O:5])[c:6]1[c:7]2[c:8]([cH:9][n:10][cH:11]1)[c:12]([CH2:15][O:16][c:17]1[c:18]([CH3:24])[cH:19][cH:20][c:21]([NH:23][C:30]([c:29]3[cH:28][cH:27][c:26]([F:25])[cH:34][cH:33]3)=[O:31])[cH:22]1)[cH:13][s:14]2. The reactants are OC1=NN(C(=C1)N1C(C=2C(C1=O)=CC=CC2)=O)C2=C(C=C(C=C2Cl)Cl)Cl (3-Hydroxy-5-phthalimido-1-(2,4,6-trichlorophenyl)pyrazole), O (water), [Cl-].[Cl-].[Cl-].[Al+3] (Aluminum trichloride), ClC1=C(C(=O)Cl)C=CC=C1 (2-chlorobenzoyl chloride). Solvent: ClC(C(Cl)Cl)Cl (1,1,2,2-tetrachloroethane), CO (methanol). Reaction conditions: time 30 minute. The product is ClC1=C(C(=O)C=2C(=NN(C2N2C(C=3C(C2=O)=CC=CC3)=O)C3=C(C=C(C=C3Cl)Cl)Cl)O)C=CC=C1 (4-(2-Chlorobenzoyl)-3-hydroxy-5-phthalimido-1-(2,4,6-trichlorophenyl)pyrazole). As a reaction SMILES: [Cl-].[Cl-].[Cl-].[Al+3].[Cl:5][C:6]1[CH:14]=[CH:13][CH:12]=[CH:11][C:7]=1[C:8](Cl)=[O:9].[OH:15][C:16]1[CH:20]=[C:19]([N:21]2[C:25](=[O:26])[C:24]3=[CH:27][CH:28]=[CH:29][CH:30]=[C:23]3[C:22]2=[O:31])[N:18]([C:32]2[C:37]([Cl:38])=[CH:36][C:35]([Cl:39])=[CH:34][C:33]=2[Cl:40])[N:17]=1.O>ClC(Cl)C(Cl)Cl.CO>[Cl:5][C:6]1[CH:14]=[CH:13][CH:12]=[CH:11][C:7]=1[C:8]([C:20]1[C:16]([OH:15])=[N:17][N:18]([C:32]2[C:33]([Cl:40])=[CH:34][C:35]([Cl:39])=[CH:36][C:37]=2[Cl:38])[C:19]=1[N:21]1[C:22](=[O:31])[C:23]2=[CH:30][CH:29]=[CH:28][CH:27]=[C:24]2[C:25]1=[O:26])=[O:9] |f:0.1.2.3|. Reported procedure: Aluminum trichloride (2.34 g, 17.6 mmol) was added to a solution of 2-chlorobenzoyl chloride in 60 mL of 1,1,2,2-tetrachloroethane and the resulting mixture was stirred for 30 minutes at room temperature. Then 2.87 g of the compound of Step B was added all at once and the reaction mixture was refluxed overnight. The cooled mixture was poured into water and the aqueous phase was extracted three times with ethyl acetate. The organic extracts were dried with brine and magnesium sulfate and evaporat... The reactants are CC#N, CCN(C(C)C)C(C)C, NCc1cc(Cl)cc(Cl)c1, O=C(c1ccc(F)cc1F)C(F)(F)F. Yields the product O=C(c1ccc(F)cc1NCc1cc(Cl)cc(Cl)c1)C(F)(F)F. RXN SMILES: [CH3:34][C:35]#[N:36].[CH:25]([N:26]([CH2:27][CH3:28])[CH:29]([CH3:30])[CH3:31])([CH3:32])[CH3:33].[Cl:15][c:16]1[cH:17][c:18]([CH2:19][NH2:20])[cH:21][c:22]([Cl:24])[cH:23]1.[F:1][C:2]([C:3](=[O:4])[c:5]1[c:6]([F:12])[cH:7][c:8]([F:11])[cH:9][cH:10]1)([F:13])[F:14]>>[F:1][C:2]([C:3](=[O:4])[c:5]1[c:6]([NH:20][CH2:19][c:18]2[cH:17][c:16]([Cl:15])[cH:23][c:22]([Cl:24])[cH:21]2)[cH:7][c:8]([F:11])[cH:9][cH:10]1)([F:13])[F:14]. The reactants are CCCCOc1c(NC(C)(C)C)c(=O)c1=O, NCc1ccc(Cl)c(Cl)c1, C1CCOC1. The product is CC(C)(C)Nc1c(NCc2ccc(Cl)c(Cl)c2)c(=O)c1=O. Reaction SMILES: [CH2:1]([O:2][c:6]1[c:7](=[O:16])[c:8](=[O:15])[c:9]1[NH:10][C:11]([CH3:12])([CH3:13])[CH3:14])[CH2:3][CH2:4][CH3:5].[Cl:17][c:18]1[cH:19][c:20]([CH2:21][NH2:22])[cH:23][cH:24][c:25]1[Cl:26].[O:27]1[CH2:28][CH2:29][CH2:30][CH2:31]1>>[c:6]1([NH:22][CH2:21][c:20]2[cH:19][c:18]([Cl:17])[c:25]([Cl:26])[cH:24][cH:23]2)[c:7](=[O:16])[c:8](=[O:15])[c:9]1[NH:10][C:11]([CH3:12])([CH3:13])[CH3:14].